Task: describe an organic reaction: reactants, conditions, products, and yield. Dataset: the Open Reaction Database (ORD), a public repository of structured organic reaction records The reactants are CC1=CC=C(C=C1)C=1C(=CC=CC1)C(=O)NC1=CC=C(C(=O)N(C2=C(C=CC=C2)C(=O)OCC)C)C=C1 (4-(4′-methylbiphenyl-2-carboxamido)-N-methyl-N-(2-ethoxycarbonylphenyl)benzamide). Run in C(C)O (ethanol), [OH-].[Na+] (sodium hydroxide). The product is CC1=CC=C(C=C1)C=1C(=CC=CC1)C(=O)NC1=CC=C(C(=O)N(C2=C(C=CC=C2)C(=O)O)C)C=C1 (4-(4′-methylbiphenyl-2-carboxamido)-N-methyl-N-(2-carboxyphenyl)benzamide). Isolated yield 92.3%. Reaction SMILES: [CH3:1][C:2]1[CH:7]=[CH:6][C:5]([C:8]2[C:9]([C:14]([NH:16][C:17]3[CH:37]=[CH:36][C:20]([C:21]([N:23]([CH3:35])[C:24]4[CH:29]=[CH:28][CH:27]=[CH:26][C:25]=4[C:30]([O:32]CC)=[O:31])=[O:22])=[CH:19][CH:18]=3)=[O:15])=[CH:10][CH:11]=[CH:12][CH:13]=2)=[CH:4][CH:3]=1>C(O)C.[OH-].[Na+]>[CH3:1][C:2]1[CH:3]=[CH:4][C:5]([C:8]2[C:9]([C:14]([NH:16][C:17]3[CH:18]=[CH:19][C:20]([C:21]([N:23]([CH3:35])[C:24]4[CH:29]=[CH:28][CH:27]=[CH:26][C:25]=4[C:30]([OH:32])=[O:31])=[O:22])=[CH:36][CH:37]=3)=[O:15])=[CH:10][CH:11]=[CH:12][CH:13]=2)=[CH:6][CH:7]=1 |f:2.3|. Procedure: A solution of 4-(4′-methylbiphenyl-2-carboxamido)-N-methyl-N-(2-ethoxycarbonylphenyl)benzamide (500 mg) in a mixture of ethanol (20 ml) and 1N sodium hydroxide (2 ml) was heated at reflux for 4 hours and ethanol was evaporated in vacuo. Water (5 ml) was added to the residue and the aqueous solution was adjusted to pH 2 with 1N hydrochloric acid. The precipitate was filtered to give 4-(4′-methylbiphenyl-2-carboxamido)-N-methyl-N-(2-carboxyphenyl)benzamide (435 mg) as a white powder.